This data is from the Open Reaction Database (ORD), a public repository of structured organic reaction records. The task is: describe an organic reaction: reactants, conditions, products, and yield Starting materials: N[C@](CO)(C)C1=CC2=CC=C(C(=C2C=C1)C1=CC=C(C=C1)OC(F)(F)F)O[C@@H]1CC[C@H](CC1)C(C)(C)C ((R)-2-amino-2-(6-(trans-4-tert-butylcyclohexyloxy)-5-(4-(trifluoromethoxy)phenyl)naphthalen-2-yl)propan-1-ol), C(C)(C)(C)[C@@H]1CC[C@H](CC1)OC=1C(=C2C=CC(=CC2=CC1)[C@]1(NC(OC1)=O)C)Cl ((R)-4-(6-(trans-4-tert-butylcyclohexyloxy)-5-chloronaphthalen-2-yl)-4-methyloxazolidin-2-one). Product: N[C@](CO)(C)C1=CC2=CC=C(C(=C2C=C1)Cl)O[C@@H]1CC[C@H](CC1)C(C)(C)C ((R)-2-amino-2-(6-(trans-4-tert-butylcyclohexyloxy)-5-chloronaphthalen-2-yl)propan-1-ol). Isolated yield 39.0%. Reaction SMILES: N[C@@](C1C=CC2C(=CC=C(O[C@H]3CC[C@H](C(C)(C)C)CC3)C=2C2C=CC(OC(F)(F)F)=CC=2)C=1)(C)CO.[C:38]([C@H:42]1[CH2:47][CH2:46][C@H:45]([O:48][C:49]2[C:50]([Cl:66])=[C:51]3[C:56](=[CH:57][CH:58]=2)[CH:55]=[C:54]([C@:59]2([CH3:65])[CH2:63][O:62]C(=O)[NH:60]2)[CH:53]=[CH:52]3)[CH2:44][CH2:43]1)([CH3:41])([CH3:40])[CH3:39]>>[NH2:60][C@@:59]([C:54]1[CH:53]=[CH:52][C:51]2[C:56](=[CH:57][CH:58]=[C:49]([O:48][C@H:45]3[CH2:44][CH2:43][C@H:42]([C:38]([CH3:41])([CH3:40])[CH3:39])[CH2:47][CH2:46]3)[C:50]=2[Cl:66])[CH:55]=1)([CH3:65])[CH2:63][OH:62]. Reported procedure: (R)-2-amino-2-(6-(trans-4-tert-butylcyclohexyloxy)-5-chloronaphthalen-2-yl)propan-1-ol was synthesized as per (R)-2-amino-2-(6-(trans-4-tert-butylcyclohexyloxy)-5-(4-(trifluoromethoxy)phenyl)naphthalen-2-yl)propan-1-ol (Example 221) in 39% yield using (R)-4-(6-(trans-4-tert-butylcyclohexyloxy)-5-chloronaphthalen-2-yl)-4-methyloxazolidin-2-one as starting material. MS: m/z: 373.28 [M−NH2]+. 1H NMR (MeOD) δ: 8.14 (d, J=9.0 Hz, 1H), 7.93 (d, J=1.8 Hz, 1H), 7.81 (d, J=8.8 Hz, 1H), 7.71 (dd, J=9.0, 2... Reactants: O=C(Cl)C1CCN(C(=O)OCc2ccccc2)CC1, CCNC(C)Cc1ccc(OC)cc1, Cc1ccccc1, CCOC(C)=O, Cl, [Na+], [Na+], O=C([O-])[O-], O. Product: CCN(C(=O)C1CCN(C(=O)OCc2ccccc2)CC1)C(C)Cc1ccc(OC)cc1. RXN SMILES: [CH2:22]([c:23]1[cH:24][cH:25][cH:26][cH:27][cH:28]1)[O:29][C:30](=[O:31])[N:32]1[CH2:33][CH2:34][CH:35]([C:38](=[O:39])[Cl:40])[CH2:36][CH2:37]1.[CH3:2][O:3][c:4]1[cH:5][cH:6][c:7]([CH2:10][CH:11]([CH3:12])[NH:13][CH2:14][CH3:15])[cH:8][cH:9]1.[CH3:41][c:42]1[cH:43][cH:44][cH:45][cH:46][cH:47]1.[CH3:49][CH2:50][O:51][C:52](=[O:53])[CH3:54].[ClH:1].[Na+:16].[Na+:17].[O-:18][C:19](=[O:20])[O-:21].[OH2:48]>>[CH3:2][O:3][c:4]1[cH:5][cH:6][c:7]([CH2:10][CH:11]([CH3:12])[N:13]([CH2:14][CH3:15])[C:38]([CH:35]2[CH2:34][CH2:33][N:32]([C:30]([O:29][CH2:22][c:23]3[cH:24][cH:25][cH:26][cH:27][cH:28]3)=[O:31])[CH2:37][CH2:36]2)=[O:39])[cH:8][cH:9]1. The reactants are BrC1=CC(=NC=C1)C1=NN(C2=C1CN(CC2)C(C)=O)CC2=C(C=C(C=C2)F)F (1-[3-(4-Bromo-pyridin-2-yl)-1-(2,4-difluoro-benzyl)-1,4,6,7-tetrahydro-pyrazolo[4,3-c]pyridin-5-yl]-ethanone), CN(C=O)C (N,N-dimethylformamide), CN(C=O)C (N,N-dimethylformamide). The reagents and catalysts are [C-]#N.[C-]#N.[Zn+2] (Zn(CN)2), C=1C=CC(=CC1)[P](C=2C=CC=CC2)(C=3C=CC=CC3)[Pd]([P](C=4C=CC=CC4)(C=5C=CC=CC5)C=6C=CC=CC6)([P](C=7C=CC=CC7)(C=8C=CC=CC8)C=9C=CC=CC9)[P](C=1C=CC=CC1)(C=1C=CC=CC1)C=1C=CC=CC1 (tetrakis(triphenylphosphine)palladium(0)). The solvent is COC(C)(C)C (methyl-tert-butylether). Run at temperature 150 celsius, time 3 hour. Product: C(C)(=O)N1CC2=C(CC1)N(N=C2C=2C=C(C#N)C=CN2)CC2=C(C=C(C=C2)F)F (2-[5-Acetyl-1-(2,4-difluoro-benzyl)-4,5,6,7-tetrahydro-1H-pyrazolo[4,3-c]pyridin-3-yl]-isonicotinonitrile). RXN SMILES: Br[C:2]1[CH:7]=[CH:6][N:5]=[C:4]([C:8]2[C:12]3[CH2:13][N:14]([C:17](=[O:19])[CH3:18])[CH2:15][CH2:16][C:11]=3[N:10]([CH2:20][C:21]3[CH:26]=[CH:25][C:24]([F:27])=[CH:23][C:22]=3[F:28])[N:9]=2)[CH:3]=1.[CH3:29][N:30](C)C=O>COC(C)(C)C.[C-]#N.[C-]#N.[Zn+2].C1C=CC([P]([Pd]([P](C2C=CC=CC=2)(C2C=CC=CC=2)C2C=CC=CC=2)([P](C2C=CC=CC=2)(C2C=CC=CC=2)C2C=CC=CC=2)[P](C2C=CC=CC=2)(C2C=CC=CC=2)C2C=CC=CC=2)(C2C=CC=CC=2)C2C=CC=CC=2)=CC=1>[C:17]([N:14]1[CH2:15][CH2:16][C:11]2[N:10]([CH2:20][C:21]3[CH:26]=[CH:25][C:24]([F:27])=[CH:23][C:22]=3[F:28])[N:9]=[C:8]([C:4]3[CH:3]=[C:2]([CH:7]=[CH:6][N:5]=3)[C:29]#[N:30])[C:12]=2[CH2:13]1)(=[O:19])[CH3:18] |f:3.4.5,^1:48,50,69,88|. Reported procedure: To a solution of Zn(CN)2 (39 mg, 0.335 mmol) and tetrakis(triphenylphosphine)palladium(0) (19 mg, 0.016 mmol) in dry N,N-dimethylformamide (0.6 ml) at 150° C. was slowly added a solution of 1-[3-(4-Bromo-pyridin-2-yl)-1-(2,4-difluoro-benzyl)-1,4,6,7-tetrahydro-pyrazolo[4,3-c]pyridin-5-yl]-ethanone (6j) (0.15 g, 0.335 mmol) in dry N,N-dimethylformamide (1 ml). The mixture was stirred at 150° C. for 3 h and then at 25° C. for 16 h. The mixture was diluted with methyl-tert-butylether, filtrated ove... Starting materials: C(C)N(CCCCCCC)CCCCC1=CC=C(C=C1)OC (N-ethyl-N-n-heptyl-4-(4-methoxyphenyl) butylamine), C(C)Br (ethyl bromide), secondary amine. Product: [Br-].C(C)[N+](CCCCCCC)(CC)CCCCC1=CC=C(C=C1)OC (N,N-diethyl-N-n-heptyl-4(4-methoxyphenyl)butylammonium bromide). Reaction SMILES: [CH2:1]([N:3]([CH2:11][CH2:12][CH2:13][CH2:14][C:15]1[CH:20]=[CH:19][C:18]([O:21][CH3:22])=[CH:17][CH:16]=1)[CH2:4][CH2:5][CH2:6][CH2:7][CH2:8][CH2:9][CH3:10])[CH3:2].[CH2:23]([Br:25])[CH3:24]>>[Br-:25].[CH2:1]([N+:3]([CH2:11][CH2:12][CH2:13][CH2:14][C:15]1[CH:16]=[CH:17][C:18]([O:21][CH3:22])=[CH:19][CH:20]=1)([CH2:23][CH3:24])[CH2:4][CH2:5][CH2:6][CH2:7][CH2:8][CH2:9][CH3:10])[CH3:2] |f:2.3|. Procedure details: 24 Grams of N-ethyl-N-n-heptyl-4-(4-methoxyphenyl) butylamine was placed in a 500 ml. round bottom flask and 200 ml. ethyl bromide was added. The mixture was refluxed for 31/2 days. Thin layer chromatography indicated very little secondary amine left. The excess ethyl bromide was evaporated in vacuo leaving an oil, N,N-diethyl-N-n-heptyl-4(4-methoxyphenyl)butylammonium bromide which next was converted to the hydroxide form as follows: Using 350 ml. BIO-RAD, hydroxide form, 100-200 mesh 1.2 meq./... Reactants: CCn1cc(C(=O)O)c(=O)c2cc(F)c(Cl)cc21, Clc1ccc(C2CNCCN2)s1, c1ccncc1. The product is CCn1cc(C(=O)O)c(=O)c2cc(F)c(N3CCNC(c4ccc(Cl)s4)C3)cc21. RXN SMILES: [Cl:13][c:14]1[c:15]([F:30])[cH:16][c:17]2[c:18](=[O:29])[c:19]([C:26](=[O:27])[OH:28])[cH:20][n:21]([CH2:24][CH3:25])[c:22]2[cH:23]1.[Cl:1][c:2]1[cH:3][cH:4][c:5]([CH:7]2[NH:8][CH2:9][CH2:10][NH:11][CH2:12]2)[s:6]1.[cH:31]1[cH:32][cH:33][n:34][cH:35][cH:36]1>>[Cl:1][c:2]1[cH:3][cH:4][c:5]([CH:7]2[NH:8][CH2:9][CH2:10][N:11]([c:14]3[c:15]([F:30])[cH:16][c:17]4[c:18](=[O:29])[c:19]([C:26](=[O:27])[OH:28])[cH:20][n:21]([CH2:24][CH3:25])[c:22]4[cH:23]3)[CH2:12]2)[s:6]1.